From a dataset of the Open Reaction Database (ORD), a public repository of structured organic reaction records. describe an organic reaction: reactants, conditions, products, and yield Starting materials: O=C(CBr)OCc1ccccc1, [Cl-], [H-], [NH4+], [Na+], CN(C)C=O, c1cc2cc[nH]c2cn1. The product is O=C(Cn1ccc2ccncc21)OCc1ccccc1. As a reaction SMILES: [CH2:12]([c:13]1[cH:14][cH:15][cH:16][cH:17][cH:18]1)[O:19][C:20]([CH2:21][Br:22])=[O:23].[Cl-:24].[H-:11].[NH4+:25].[Na+:10].[O:26]=[CH:27][N:28]([CH3:29])[CH3:30].[nH:1]1[cH:2][cH:3][c:4]2[c:5]1[cH:6][n:7][cH:8][cH:9]2>>[n:1]1([CH2:21][C:20]([O:19][CH2:12][c:13]2[cH:14][cH:15][cH:16][cH:17][cH:18]2)=[O:23])[cH:2][cH:3][c:4]2[c:5]1[cH:6][n:7][cH:8][cH:9]2. Starting materials: CC=1C(=NC=C(C1)C)N1CCN(CC1)C(=O)C1=C(C=C(C=C1)N1C(N(CC1(C)C)CC1=CC=C(C=C1)OC)=O)C (3-{4-[4-(3,5-dimethylpyridin-2-yl)piperazine-1-carbonyl]-3-methylphenyl}-1-(4-methoxybenzyl)-4,4-dimethylimidazolidin-2-one). Solvent: FC(C(=O)O)(F)F (trifluoroacetic acid). Conditions: time 22 hour. Product: CC=1C(=NC=C(C1)C)N1CCN(CC1)C(=O)C1=C(C=C(C=C1)N1C(NCC1(C)C)=O)C (1-{4-[4-(3,5-dimethylpyridin-2-yl)piperazine-1-carbonyl]-3-methylphenyl}-5,5-dimethylimidazolidin-2-one). RXN SMILES: [CH3:1][C:2]1[C:3]([N:9]2[CH2:14][CH2:13][N:12]([C:15]([C:17]3[CH:22]=[CH:21][C:20]([N:23]4[C:27]([CH3:29])([CH3:28])[CH2:26][N:25](CC5C=CC(OC)=CC=5)[C:24]4=[O:39])=[CH:19][C:18]=3[CH3:40])=[O:16])[CH2:11][CH2:10]2)=[N:4][CH:5]=[C:6]([CH3:8])[CH:7]=1>FC(F)(F)C(O)=O>[CH3:1][C:2]1[C:3]([N:9]2[CH2:10][CH2:11][N:12]([C:15]([C:17]3[CH:22]=[CH:21][C:20]([N:23]4[C:27]([CH3:28])([CH3:29])[CH2:26][NH:25][C:24]4=[O:39])=[CH:19][C:18]=3[CH3:40])=[O:16])[CH2:13][CH2:14]2)=[N:4][CH:5]=[C:6]([CH3:8])[CH:7]=1. Procedure: To a mixture of (4-bromo-2-methylphenyl)[4-(3,5-dimethylpyridin-2-yl)piperazin-1-yl]methanone (155 mg) described in Preparation Example 118, 1-(4-methoxybenzyl)-4,4-dimethylimidazolidin-2-one (112 mg) described in Preparation Example 54, cesium carbonate (261 mg) and copper(I) iodide (76 mg) were added toluene (10 mL) and N,N′-dimethylethylenediamine (86 μL), and the mixture was stirred with heating under reflux for 19 hr. The reaction mixture was cooled, water was added, and the mixture was ext... Starting materials: C1COCCO1, CO, [Na+], [OH-], O, CCOC(=O)C1C(c2ccccc2)=NN(c2ccccc2)C1c1ccccc1. Yields the product O=C(O)C1C(c2ccccc2)=NN(c2ccccc2)C1c1ccccc1. Reaction SMILES: [CH2:31]1[O:32][CH2:33][CH2:34][O:35][CH2:36]1.[CH3:29][OH:30].[Na+:38].[OH-:37].[OH2:39].[c:1]1([N:7]2[N:8]=[C:9]([c:23]3[cH:24][cH:25][cH:26][cH:27][cH:28]3)[CH:10]([C:18](=[O:19])[O:20][CH2:21][CH3:22])[CH:11]2[c:12]2[cH:13][cH:14][cH:15][cH:16][cH:17]2)[cH:2][cH:3][cH:4][cH:5][cH:6]1>>[c:1]1([N:7]2[N:8]=[C:9]([c:23]3[cH:24][cH:25][cH:26][cH:27][cH:28]3)[CH:10]([C:18](=[O:19])[OH:20])[CH:11]2[c:12]2[cH:13][cH:14][cH:15][cH:16][cH:17]2)[cH:2][cH:3][cH:4][cH:5][cH:6]1. Reactants: [BH3-]C#N, C#CCN, CC(=O)O, CO, [Na+], O=Cc1ccc(Oc2ccccc2)cc1. The product is C#CCNCc1ccc(Oc2ccccc2)cc1. Reaction SMILES: [C:20]([BH3-:21])#[N:22].[CH2:16]([C:17]#[CH:18])[NH2:19].[CH3:24][C:25](=[O:26])[OH:27].[CH3:28][OH:29].[Na+:23].[O:1]([c:2]1[cH:3][cH:4][cH:5][cH:6][cH:7]1)[c:8]1[cH:9][cH:10][c:11]([CH:12]=[O:13])[cH:14][cH:15]1>>[O:1]([c:2]1[cH:3][cH:4][cH:5][cH:6][cH:7]1)[c:8]1[cH:9][cH:10][c:11]([CH2:12][NH:19][CH2:16][C:17]#[CH:18])[cH:14][cH:15]1. Reactants: C(=O)(Cl)Cl (phosgene), Cl.COC([C@@H](N)CC(C)C)=O (L-leucine methyl ester hydrochloride), C(=O)(Cl)Cl (phosgene). The solvent is C1(=CC=CC=C1)C (toluene). The product is [N-]=C=O.COC([C@@H](N)CC(C)C)=O (L-Leucine methyl ester isocyanate). RXN SMILES: Cl.[CH3:2][O:3][C:4](=[O:11])[C@H:5]([CH2:7][CH:8]([CH3:10])[CH3:9])[NH2:6].[C:12](Cl)(Cl)=[O:13]>C1(C)C=CC=CC=1>[N-:6]=[C:12]=[O:13].[CH3:2][O:3][C:4](=[O:11])[C@H:5]([CH2:7][CH:8]([CH3:10])[CH3:9])[NH2:6] |f:0.1,4.5|. Procedure: A three-neck 1 liter round bottom flask, fitted with gas inlet, mechanical stirrer, reflux condenser and gas outlet connected to a 30% aqueous NaOH trap was charged with L-leucine methyl ester hydrochloride (61.0 g, 0.336 mmol) and dry toluene (250 ml). The mixture was heated to gentle reflux for 0.5 hr. while a vigorous stream of phosgene was continuously introduced. Following dissolution of the solids (0.5 hr.) phosgene was introduced for an additional 15 min. The product was isolated by initi... Starting materials: COS(=O)(=O)F (methylfluorosulfonate), C(C1=CN=CC=C1)(=O)C=1C(OC2=CC(=CC=C2C1)OC)=O (3-nicotinoyl-7-methoxycoumarin). Solvent: ClCCl (dichloromethane). Product: S(=O)(=O)([O-])F.COC1=CC=C2C=C(C(OC2=C1)=O)C(=O)C=1C=[N+](C=CC1)C (3-(7-methoxy-3-coumarinoyl)-1-methyl pyridinium fluorosulfate). RXN SMILES: [CH3:1][O:2][S:3]([F:6])(=[O:5])=[O:4].[C:7]([C:15]1[C:16](=[O:27])[O:17][C:18]2[C:23]([CH:24]=1)=[CH:22][CH:21]=[C:20]([O:25][CH3:26])[CH:19]=2)(=[O:14])[C:8]1[CH:13]=[CH:12][CH:11]=[N:10][CH:9]=1>ClCCl>[S:3]([F:6])([O-:5])(=[O:4])=[O:2].[CH3:26][O:25][C:20]1[CH:19]=[C:18]2[C:23]([CH:24]=[C:15]([C:7]([C:8]3[CH:9]=[N+:10]([CH3:1])[CH:11]=[CH:12][CH:13]=3)=[O:14])[C:16](=[O:27])[O:17]2)=[CH:22][CH:21]=1 |f:3.4|. Procedure details: Two milliliters of methylfluorosulfonate was added to a stirred solution of 1.5 g 3-nicotinoyl-7-methoxycoumarin in 120 ml dichloromethane. The reactants are O=C([O-])[O-], CCOC(=O)c1cccc(-c2ccc(CSCCO)cc2)c1, CCOC(=O)c1cccc(-c2cccc(CBr)c2)c1, [K+], [K+], CN(C)C=O, OCCS. Yields the product CCOC(=O)c1cccc(-c2cccc(CSCCO)c2)c1. As a reaction SMILES: [C:46](=[O:47])([O-:48])[O-:49].[CH2:1]([O:2][C:3]([c:4]1[cH:5][c:6](-[c:7]2[cH:8][cH:9][c:10]([CH2:11][S:19][CH2:20][CH2:21][OH:22])[cH:12][cH:13]2)[cH:14][cH:15][cH:16]1)=[O:17])[CH3:18].[CH2:23]([CH3:24])[O:25][C:26](=[O:27])[c:28]1[cH:29][c:30](-[c:34]2[cH:35][c:36]([CH2:40][Br:41])[cH:37][cH:38][cH:39]2)[cH:31][cH:32][cH:33]1.[K+:50].[K+:51].[O:52]=[CH:53][N:54]([CH3:55])[CH3:56].[SH:42][CH2:43][CH2:44][OH:45]>>[S:19]([CH2:20][CH2:21][OH:22])[CH2:40][c:36]1[cH:35][c:34](-[c:30]2[cH:29][c:28]([C:26]([O:25][CH2:23][CH3:24])=[O:27])[cH:33][cH:32][cH:31]2)[cH:39][cH:38][cH:37]1.